This data is from the Open Reaction Database (ORD), a public repository of structured organic reaction records. The task is: describe an organic reaction: reactants, conditions, products, and yield The reactants are O=C1CC(C1)C(=O)O (3-Oxocyclobutanecarboxylic acid), CO (methanol), Cl.C(C)N=C=NCCCN(C)C (1-ethyl-3-(3-dimethylaminopropyl) carbodiimide hydrochloride). The reagents and catalysts are CN(C1=CC=NC=C1)C (4-dimethylaminopyridine). Run in ClCCl (dichloromethane). The product is O=C1CC(C1)C(=O)OC (Methyl 3-oxocyclobutanecarboxylate). RXN SMILES: [O:1]=[C:2]1[CH2:5][CH:4]([C:6]([OH:8])=[O:7])[CH2:3]1.CO.Cl.[CH2:12](N=C=NCCCN(C)C)C>CN(C)C1C=CN=CC=1.ClCCl>[O:1]=[C:2]1[CH2:5][CH:4]([C:6]([O:8][CH3:12])=[O:7])[CH2:3]1 |f:2.3|. Procedure details: 3-Oxocyclobutanecarboxylic acid 1 (350 g, 3.06 mol), methanol (190 mL, 4.69 mol), 1-ethyl-3-(3-dimethylaminopropyl) carbodiimide hydrochloride (885 g, 4.69 mol), 4-dimethylaminopyridine (37 g, 0.30 mol) and dichloromethane (6 L) were stirred at ambient temperature for 24 hours. After the completion of the reaction, it was taken in a separating funnel and washed with 1.5 N HCl solution (1 L), water (2 L×2) and brine (1 L×2). The organic layer was dried over anhydrous Na2SO4 and concentrated in va...